This data is from the Open Reaction Database (ORD), a public repository of structured organic reaction records. The task is: describe an organic reaction: reactants, conditions, products, and yield Reactants: O=C(CCl)c1c(Br)sc(Cl)c1Cl, CC(=O)c1cccs1, CC#N, O=C(Cl)CCl, O. The product is CC(=O)c1ccc(C(=O)CCl)s1. As a reaction SMILES: [Br:1][c:2]1[s:3][c:4]([Cl:5])[c:6]([Cl:7])[c:8]1[C:9](=[O:10])[CH2:11][Cl:12].[C:13]([CH3:14])(=[O:15])[c:16]1[s:17][cH:18][cH:19][cH:20]1.[CH3:26][C:27]#[N:28].[Cl:21][CH2:22][C:23](=[O:24])[Cl:25].[OH2:29]>>[C:13]([CH3:14])(=[O:15])[c:16]1[s:17][c:18]([C:23]([CH2:22][Cl:21])=[O:24])[cH:19][cH:20]1. Starting materials: FC=1C=NC=C(C1)N1C(=NC(=C1)C#CC1=CC(=NC=C1)C)C (3-Fluoro-5-[2-methyl-4-(2-methyl-pyridin-4-ylethynyl)-imidazol-1-yl]-pyridine), O (water), C([O-])([O-])=O.[K+].[K+] (Potassium carbonate), Cl.CNC (dimethylamine hydrochloride). The solvent is CN(C=O)C (dimethyl formamide). The product is CN(C=1C=NC=C(C1)N1C(=NC(=C1)C#CC1=CC(=NC=C1)C)C)C (Dimethyl-{5-[2-methyl-4-(2-methyl-pyridin-4-ylethynyl)-imidazol-1-yl]-pyridin-3-yl}-amine), solid. The yield is 20.0%. Reaction SMILES: F[C:2]1[CH:3]=[N:4][CH:5]=[C:6]([N:8]2[CH:12]=[C:11]([C:13]#[C:14][C:15]3[CH:20]=[CH:19][N:18]=[C:17]([CH3:21])[CH:16]=3)[N:10]=[C:9]2[CH3:22])[CH:7]=1.C(=O)([O-])[O-].[K+].[K+].Cl.[CH3:30][NH:31][CH3:32].O>CN(C)C=O>[CH3:30][N:31]([CH3:32])[C:2]1[CH:3]=[N:4][CH:5]=[C:6]([N:8]2[CH:12]=[C:11]([C:13]#[C:14][C:15]3[CH:20]=[CH:19][N:18]=[C:17]([CH3:21])[CH:16]=3)[N:10]=[C:9]2[CH3:22])[CH:7]=1 |f:1.2.3,4.5|. Procedure: 3-Fluoro-5-[2-methyl-4-(2-methyl-pyridin-4-ylethynyl)-imidazol-1-yl]-pyridine (48) (100 mg, 0.34 mmol) was dissolved in 5 mL dimethyl formamide. Potassium carbonate (189 mg, 1.38 mmol) and dimethylamine hydrochloride (42 mg, 0.52 mmol) were added and the reaction mixture was refluxed overnight. The reaction mixture was poured into 60 mL water and extracted three times with ethyl acetate (50 mL each). The combined organic extracts were dried with sodium sulfate, filtered and evaporated. The crude... Procedure details: The title compound was prepared from n-butylaldehyde, 2-nitrobenzaldehyde and 3-aminopyrazole in the same manner as in Example 93. RXN SMILES: [N+:1]([C:4]1[CH:11]=[CH:10][CH:9]=[CH:8][C:5]=1[CH:6]=O)([O-:3])=[O:2].[NH2:12][C:13]1[CH:17]=[CH:16][NH:15][N:14]=1>>[N+:1]([C:4]1[CH:6]([C:5]2[CH:8]=[CH:9][CH:10]=[CH:11][C:4]=2[N+:1]([O-:3])=[O:2])[C:17]2[C:13](=[N:14][NH:15][CH:16]=2)[NH:12][C:5]=1[CH2:8][CH2:9][CH3:10])([O-:3])=[O:2]. The product is [N+](=O)([O-])C=1C(C=2C(NC1CCC)=NNC2)C2=C(C=CC=C2)[N+](=O)[O-] (4,7-Dihydro-5-nitro-4-(2-nitrophenyl)-6-propyl-2H-pyrazolo[3,4-b]pyridine). Starting materials: n-butylaldehyde, [N+](=O)([O-])C1=C(C=O)C=CC=C1 (2-nitrobenzaldehyde), NC1=NNC=C1 (3-aminopyrazole). Procedure details: The procedure of Example 1 was repeated, except that the 1-ethynyl-4-(2-fluorophenyl)benzene was replaced with 1.5 g of 1-ethynyl-4-(4-fluorophenyl)benzene, the amount of catalyst was reduced to 0.5 g, the sulfuric acid was omitted, initial hydrogen pressure was 48 psig, and the reduction was allowed to proceed overnight. Evaporation of the benzene left a solid which was recrystallized from hexane to give 1-ethyl-4-(4-fluorophenyl)benzene, mp 60°-63°. The following elemental analysis was obtaine... Reactants: C(#C)C1=CC=C(C=C1)C1=C(C=CC=C1)F (1-ethynyl-4-(2-fluorophenyl)benzene), [H][H] (hydrogen), C(#C)C1=CC=C(C=C1)C1=CC=C(C=C1)F (1-ethynyl-4-(4-fluorophenyl)benzene), S(O)(O)(=O)=O (sulfuric acid). Run at time 8 hour. Yields the product C(C)C1=CC=C(C=C1)C1=CC=C(C=C1)F (1-ethyl-4-(4-fluorophenyl)benzene). RXN SMILES: C(C1C=CC(C2C=CC=CC=2F)=CC=1)#C.[C:16]([C:18]1[CH:23]=[CH:22][C:21]([C:24]2[CH:29]=[CH:28][C:27]([F:30])=[CH:26][CH:25]=2)=[CH:20][CH:19]=1)#[CH:17].S(=O)(=O)(O)O.[H][H]>>[CH2:16]([C:18]1[CH:23]=[CH:22][C:21]([C:24]2[CH:29]=[CH:28][C:27]([F:30])=[CH:26][CH:25]=2)=[CH:20][CH:19]=1)[CH3:17]. The reactants are N(CC)CC (Et2NH), COC(N[C@@H](C(C)(C)C)C(=O)NN(C[C@@](CC1=CC=CC=C1)(C(N[C@@H]1[C@@H](CC2=CC=CC=C12)O)=O)O)CC1=CC(=CC=C1)Br)=O ({(1S)-1-[N′-(3-Bromo-benzyl)-N′-[(2S)-2-hydroxy-2-((1S,2R)-2-hydroxy-indan-1-ylcarbamoyl)-3-phenyl-propyl]-hydrazinocarbonyl]-2,2-dimethyl-propyl}-carbamic acid methyl ester), C(#C)C1=NC=CC=C1 (2-(ethynyl)pyridine), CN(C)C=O (DMF). The reagents and catalysts are [Cu]I (CuI). The solvent is C(=O)O (formic acid), CC#N (CH3CN). Product: COC(N[C@@H](C(C)(C)C)C(=O)NN(CC1=CC(=CC=C1)C#CC1=NC=CC=C1)C[C@@](CC1=CC=CC=C1)(C(N[C@@H]1[C@@H](CC2=CC=CC=C12)O)=O)O)=O ({(1S)-1-[N′-[(2S)-2-Hydroxy-2-((1S,2R)-2-hydroxy-indan-1-ylcarbamoyl)-3-phenyl-propyl]-N′-[3-(pyridin-2-ylethynyl)-benzyl]-hydrazinocarbonyl]-2,2-dimethyl-propyl}-carbamic acid methyl ester), product. The yield is 19.0%. As a reaction SMILES: [CH3:1][O:2][C:3](=[O:45])[NH:4][C@H:5]([C:10]([NH:12][N:13]([CH2:37][C:38]1[CH:43]=[CH:42][CH:41]=[C:40](Br)[CH:39]=1)[CH2:14][C@:15]([OH:36])([C:23](=[O:35])[NH:24][C@H:25]1[C:33]2[C:28](=[CH:29][CH:30]=[CH:31][CH:32]=2)[CH2:27][C@H:26]1[OH:34])[CH2:16][C:17]1[CH:22]=[CH:21][CH:20]=[CH:19][CH:18]=1)=[O:11])[C:6]([CH3:9])([CH3:8])[CH3:7].[C:46]([C:48]1[CH:53]=[CH:52][CH:51]=[CH:50][N:49]=1)#[CH:47].N(CC)CC.CN(C=O)C>C(O)=O.[Cu]I.CC#N>[CH3:1][O:2][C:3](=[O:45])[NH:4][C@H:5]([C:10]([NH:12][N:13]([CH2:14][C@:15]([OH:36])([C:23](=[O:35])[NH:24][C@H:25]1[C:33]2[C:28](=[CH:29][CH:30]=[CH:31][CH:32]=2)[CH2:27][C@H:26]1[OH:34])[CH2:16][C:17]1[CH:22]=[CH:21][CH:20]=[CH:19][CH:18]=1)[CH2:37][C:38]1[CH:43]=[CH:42][CH:41]=[C:40]([C:47]#[C:46][C:48]2[CH:53]=[CH:52][CH:51]=[CH:50][N:49]=2)[CH:39]=1)=[O:11])[C:6]([CH3:9])([CH3:8])[CH3:7]. Reported procedure: The title compound was synthesized according to Method C using compound 26 (79.4 mg, 0.117 mmol), 2-(ethynyl)pyridine (15.3 mg, 0.148 mmol), Et2NH (0.105 mL, 1.01 mmol) Pd(PPh3)2Cl2 (6.50 mg, 0.00926 mmol), CuI (1.50 mg, 0.00788 mmol) and DMF (2 mL). RP-LC-MS (35 min gradient of 0-100% CH3CN in 0.05% aqueous formic acid) gave the product (15.9 mg, 19%) as a white solid. The reactants are CC=1N=C2C=CC=C3C(N(C(C1N23)=O)CCCCNS(=O)(=O)C(F)(F)F)=O (4,5-dihydro-2-methyl-4-[4-(trifluoromethanesulfonamido) butan-1-yl]-3H-1,4,8b-triazaacenaphthylene-3,5-dione), Cl (HCl). Run in CO (methanol). Product: Cl.CC=1N=C2C=CC=C3C(N(C(C1N23)=O)CCCCNS(=O)(=O)C(F)(F)F)=O (4,5-dihydro-2-methyl-4-[4-(trifluoromethanesulfonamido)butan-1-yl]-3H-1,4,8b-triazaacenaphthylene-3,5-dione-hydrochloride). Isolated yield 88.8%. As a reaction SMILES: [CH3:1][C:2]1[N:3]=[C:4]2[N:13]3[C:8]([C:9](=[O:27])[N:10]([CH2:15][CH2:16][CH2:17][CH2:18][NH:19][S:20]([C:23]([F:26])([F:25])[F:24])(=[O:22])=[O:21])[C:11](=[O:14])[C:12]=13)=[CH:7][CH:6]=[CH:5]2.[ClH:28]>CO>[ClH:28].[CH3:1][C:2]1[N:3]=[C:4]2[N:13]3[C:8]([C:9](=[O:27])[N:10]([CH2:15][CH2:16][CH2:17][CH2:18][NH:19][S:20]([C:23]([F:25])([F:26])[F:24])(=[O:21])=[O:22])[C:11](=[O:14])[C:12]=13)=[CH:7][CH:6]=[CH:5]2 |f:3.4|. Procedure details: To a suspension of 816 mg (2.02 mmol) of 4,5-dihydro-2-methyl-4-[4-(trifluoromethanesulfonamido) butan-1-yl]-3H-1,4,8b-triazaacenaphthylene-3,5-dione in 10 ml of methanol was added 0.34 ml of conc. HCl, and the solvent was distilled off. To the residue was added acetone, and the resulting solid was washed with acetone, dried to give 790 mg of the desired compound (88.8%, colorless solid), m.p.181.0-182.0° C.